From a dataset of the Open Reaction Database (ORD), a public repository of structured organic reaction records. describe an organic reaction: reactants, conditions, products, and yield The reactants are OCc1nn(C2CCCCC2)c(-c2ccc(OCc3ccccc3)cc2)c1Br, O=Cc1cc(-c2ccc(OCc3ccccc3)cc2)n(C2CCCCC2)n1. Yields the product O=Cc1nn(C2CCCCC2)c(-c2ccc(OCc3ccccc3)cc2)c1Br. RXN SMILES: [CH2:28]([c:29]1[cH:30][cH:31][cH:32][cH:33][cH:34]1)[O:35][c:36]1[cH:37][cH:38][c:39](-[c:42]2[c:43]([Br:55])[c:44]([CH2:53][OH:54])[n:45][n:46]2[CH:47]2[CH2:48][CH2:49][CH2:50][CH2:51][CH2:52]2)[cH:40][cH:41]1.[CH:1]1([n:2]2[c:3](-[c:4]3[cH:5][cH:6][c:7]([O:8][CH2:9][c:10]4[cH:11][cH:12][cH:13][cH:14][cH:15]4)[cH:16][cH:17]3)[cH:18][c:19]([CH:20]=[O:21])[n:22]2)[CH2:23][CH2:24][CH2:25][CH2:26][CH2:27]1>>[CH2:28]([c:29]1[cH:30][cH:31][cH:32][cH:33][cH:34]1)[O:35][c:36]1[cH:37][cH:38][c:39](-[c:42]2[c:43]([Br:55])[c:44]([CH:53]=[O:54])[n:45][n:46]2[CH:47]2[CH2:48][CH2:49][CH2:50][CH2:51][CH2:52]2)[cH:40][cH:41]1. The reactants are CC(C)(C)OC(=O)NC1CCCNC1, CS(C)=O, CCN(C(C)C)C(C)C, Cc1cc(Nc2ccn[nH]2)nc(Cl)n1. The product is Cc1cc(Nc2ccn[nH]2)nc(N2CCCC(NC(=O)OC(C)(C)C)C2)n1. Reaction SMILES: [C:15]([CH3:16])([CH3:17])([CH3:18])[O:19][C:20](=[O:21])[NH:22][CH:23]1[CH2:24][NH:25][CH2:26][CH2:27][CH2:28]1.[CH3:38][S:39]([CH3:40])=[O:41].[CH:29]([N:30]([CH2:31][CH3:32])[CH:33]([CH3:34])[CH3:35])([CH3:36])[CH3:37].[Cl:1][c:2]1[n:3][c:4]([CH3:14])[cH:5][c:6]([NH:8][c:9]2[cH:10][cH:11][n:12][nH:13]2)[n:7]1>>[c:2]1([N:25]2[CH2:24][CH:23]([NH:22][C:20]([O:19][C:15]([CH3:16])([CH3:17])[CH3:18])=[O:21])[CH2:28][CH2:27][CH2:26]2)[n:3][c:4]([CH3:14])[cH:5][c:6]([NH:8][c:9]2[cH:10][cH:11][n:12][nH:13]2)[n:7]1. Reactants: C(C)(C)(C)OC(=O)N[C@H](C)C(=O)O (N-t-butoxycarbonyl-D-alanine), CN1CCOCC1 (N-methylmorpholine), COC([C@@H](COCC1=CC=CC=C1)NCC1=CC=C(C=C1)F)=O ((2R)-3-benzyloxy-2-(N-(4-fluorobenzyl)-amino)propanoic acid methyl ester), C(C(C)C)OC(=O)Cl (isobutylchloroformate). Solvent: O1CCCC1 (tetrahydrofuran), C(C)(=O)OCC (ethyl acetate). Reaction conditions: temperature 0 celsius, time 15 minute. The product is COC([C@@H](COCC1=CC=CC=C1)N(C(=O)[C@H](C)NC(=O)OC(C)(C)C)CC1=CC=C(C=C1)F)=O ((2R)-3-benzyloxy-2-(N-(4-fluorobenzyl)-N-(((1S)-1-(t-butoxy-carbonylamino)ethyl)carbonyl)amino)propanoic acid methyl ester). The yield is 62.3%. RXN SMILES: [C:1]([O:5][C:6]([NH:8][C@@H:9]([C:11]([OH:13])=O)[CH3:10])=[O:7])([CH3:4])([CH3:3])[CH3:2].CN1CCOCC1.C(OC(Cl)=O)C(C)C.[CH3:29][O:30][C:31](=[O:51])[C@H:32]([NH:42][CH2:43][C:44]1[CH:49]=[CH:48][C:47]([F:50])=[CH:46][CH:45]=1)[CH2:33][O:34][CH2:35][C:36]1[CH:41]=[CH:40][CH:39]=[CH:38][CH:37]=1>O1CCCC1.C(OCC)(=O)C>[CH3:29][O:30][C:31](=[O:51])[C@H:32]([N:42]([CH2:43][C:44]1[CH:49]=[CH:48][C:47]([F:50])=[CH:46][CH:45]=1)[C:11]([C@@H:9]([NH:8][C:6]([O:5][C:1]([CH3:2])([CH3:3])[CH3:4])=[O:7])[CH3:10])=[O:13])[CH2:33][O:34][CH2:35][C:36]1[CH:41]=[CH:40][CH:39]=[CH:38][CH:37]=1. Procedure details: To a solution of N-t-butoxycarbonyl-D-alanine (5.6 g, 30 mmol, [α]D +23° (c=2, CH3CO2H)) in anhydrous tetrahydrofuran (150 mL) under N2 at 0° C. was added N-methylmorpholine (3.0 g, 30 mmol), followed by the addition of isobutylchloroformate (3.7 mL, 30 mmol), resulting in the formation of a white solid. The resulting suspension was stirred at 0° C. for 15 minutes, and then at ambient temperature for 1 hour. A solution of (2R)-3-benzyloxy-2-(N-(4-fluorobenzyl)-amino)propanoic acid methyl ester (... Starting materials: CI, CCCCCC, OCC(COc1noc2ccc(Cl)cc12)NC(c1ccccc1)(c1ccccc1)c1ccccc1, [H-], [Na+], C1CCOC1. The product is COCC(COc1noc2ccc(Cl)cc12)NC(c1ccccc1)(c1ccccc1)c1ccccc1. As a reaction SMILES: [CH3:38][I:39].[CH3:40][CH2:41][CH2:42][CH2:43][CH2:44][CH3:45].[Cl:3][c:4]1[cH:5][cH:6][c:7]2[c:8]([c:9]([O:12][CH2:13][CH:14]([CH2:15][OH:16])[NH:17][C:18]([c:19]3[cH:20][cH:21][cH:22][cH:23][cH:24]3)([c:25]3[cH:26][cH:27][cH:28][cH:29][cH:30]3)[c:31]3[cH:32][cH:33][cH:34][cH:35][cH:36]3)[n:10][o:11]2)[cH:37]1.[H-:1].[Na+:2].[O:46]1[CH2:47][CH2:48][CH2:49][CH2:50]1>>[Cl:3][c:4]1[cH:5][cH:6][c:7]2[c:8]([c:9]([O:12][CH2:13][CH:14]([CH2:15][O:16][CH3:40])[NH:17][C:18]([c:19]3[cH:20][cH:21][cH:22][cH:23][cH:24]3)([c:25]3[cH:26][cH:27][cH:28][cH:29][cH:30]3)[c:31]3[cH:32][cH:33][cH:34][cH:35][cH:36]3)[n:10][o:11]2)[cH:37]1.